From a dataset of the Open Reaction Database (ORD), a public repository of structured organic reaction records. describe an organic reaction: reactants, conditions, products, and yield Starting materials: C(#C)C=1C=C(C=CC1)NC(C)=O (N-(3-ethynyl-phenyl)-acetamide), BrC=1C=NC=C(C(=O)N=[S@](C2=CC=CC=C2)(=O)C)C1 ((S)-5-bromo-N-[methyl(oxo)phenyl-λ6-sulfanylidene]nicotinamide). The product is C(C)(=O)NC=1C=C(C=CC1)C#CC=1C=NC=C(C(=O)N=[S@](C2=CC=CC=C2)(=O)C)C1 ((S)-5-{[3-(acetylamino)phenyl]ethynyl}-N-[methyl(oxo)phenyl-λ6-sulfanylidene]nicotinamide). The yield is 67.8%. RXN SMILES: [C:1]([C:3]1[CH:4]=[C:5]([NH:9][C:10](=[O:12])[CH3:11])[CH:6]=[CH:7][CH:8]=1)#[CH:2].Br[C:14]1[CH:15]=[N:16][CH:17]=[C:18]([CH:31]=1)[C:19]([N:21]=[S@@:22]([CH3:30])(=[O:29])[C:23]1[CH:28]=[CH:27][CH:26]=[CH:25][CH:24]=1)=[O:20]>>[C:10]([NH:9][C:5]1[CH:4]=[C:3]([C:1]#[C:2][C:14]2[CH:15]=[N:16][CH:17]=[C:18]([CH:31]=2)[C:19]([N:21]=[S@@:22]([CH3:30])(=[O:29])[C:23]2[CH:28]=[CH:27][CH:26]=[CH:25][CH:24]=2)=[O:20])[CH:8]=[CH:7][CH:6]=1)(=[O:12])[CH3:11]. Reported procedure: In a manner similar to that described in Example 449, N-(3-ethynyl-phenyl)-acetamide (0.0469 g, 0.443 mmol) and (S)-5-bromo-N-[methyl(oxo)phenyl-λ6-sulfanylidene]nicotinamide (100 mg, 0.295 mmol) were reacted to give the title compound as a solid (83 mg, 0.20 mmol, 67%). Starting materials: COC(=O)C(=O)c1ccc(OCCOc2ccc(F)cc2)cc1, CO, [Na+], [OH-]. Yields the product O=C(O)C(=O)c1ccc(OCCOc2ccc(F)cc2)cc1. RXN SMILES: [CH3:1][O:2][C:3]([C:4]([c:5]1[cH:6][cH:7][c:8]([O:11][CH2:12][CH2:13][O:14][c:15]2[cH:16][cH:17][c:18]([F:21])[cH:19][cH:20]2)[cH:9][cH:10]1)=[O:22])=[O:23].[CH3:24][OH:25].[Na+:27].[OH-:26]>>[O:2]=[C:3]([C:4]([c:5]1[cH:6][cH:7][c:8]([O:11][CH2:12][CH2:13][O:14][c:15]2[cH:16][cH:17][c:18]([F:21])[cH:19][cH:20]2)[cH:9][cH:10]1)=[O:22])[OH:23]. Starting materials: O=[Ag-], CCOC(=O)C1C(=O)C=C2N(C)C(c3ccc(OC)cc3)=C(C#N)CN21, Fc1ccccc1CBr, CN(C)C=O, O. The product is CCOC(=O)C1C(=O)C=C2N(C)C(c3ccc(OC)cc3)C(C#N)=C(Cc3ccccc3F)N21. RXN SMILES: [Ag-:42]=[O:43].[C:1](#[N:2])[C:3]1=[C:4]([c:19]2[cH:20][cH:21][c:22]([O:25][CH3:26])[cH:23][cH:24]2)[N:5]([CH3:18])[C:6]2=[CH:11][C:10](=[O:12])[CH:9]([C:13](=[O:14])[O:15][CH2:16][CH3:17])[N:7]2[CH2:8]1.[F:27][c:28]1[c:29]([CH2:30][Br:31])[cH:32][cH:33][cH:34][cH:35]1.[O:37]=[CH:38][N:39]([CH3:40])[CH3:41].[OH2:36]>>[C:1](#[N:2])[C:3]1=[C:8]([CH2:30][c:29]2[c:28]([F:27])[cH:35][cH:34][cH:33][cH:32]2)[N:7]2[C:6](=[CH:11][C:10](=[O:12])[CH:9]2[C:13](=[O:14])[O:15][CH2:16][CH3:17])[N:5]([CH3:18])[CH:4]1[c:19]1[cH:20][cH:21][c:22]([O:25][CH3:26])[cH:23][cH:24]1.